From a dataset of the Open Reaction Database (ORD), a public repository of structured organic reaction records. describe an organic reaction: reactants, conditions, products, and yield Starting materials: CCS(=O)(=O)c1sc(S(N)(=O)=O)cc1C(C)O, CC#N, [Na+], O=C([O-])O, O, O=S(=O)(O)O. The product is CCS(=O)(=O)c1sc(S(N)(=O)=O)cc1C(C)NC(C)=O. As a reaction SMILES: [CH2:9]([CH3:10])[S:11](=[O:12])(=[O:13])[c:14]1[c:15]([CH:23]([CH3:24])[OH:25])[cH:16][c:17]([S:19](=[O:20])(=[O:21])[NH2:22])[s:18]1.[CH3:1][C:2]#[N:3].[Na+:30].[O-:26][C:27]([OH:28])=[O:29].[OH2:31].[S:4]([OH:5])(=[O:6])(=[O:7])[OH:8]>>[CH3:1][C:2]([NH:3][CH:23]([c:15]1[c:14]([S:11]([CH2:9][CH3:10])(=[O:12])=[O:13])[s:18][c:17]([S:19](=[O:20])(=[O:21])[NH2:22])[cH:16]1)[CH3:24])=[O:5]. Starting materials: NC1=NC=NC2=CC=C(C=C12)[N+](=O)[O-] (4-amino-6-nitroquinazoline), C(C)OC=C(C(=O)OCC)C(=O)OCC (diethyl ethoxymethylenepropanedioate), ice water, resultant mixture, [Cl-].[NH4+] (ammonium chloride), [H-].[Na+] (sodium hydride). The solvent is CN(C=O)C (N,N-dimethylformamide), CO (methanol). Run at temperature 5 celsius, time 40 minute. Yields the product [N+](=O)([O-])C=1C=C2C(=NC=NC2=CC1)NC=C(C(=O)OCC)C(=O)OCC (diethyl [(6-nitro-4-quinazolinylamino)methylene]propanedioate). Isolated yield 60.1%. As a reaction SMILES: [NH2:1][C:2]1[C:11]2[C:6](=[CH:7][CH:8]=[C:9]([N+:12]([O-:14])=[O:13])[CH:10]=2)[N:5]=[CH:4][N:3]=1.C(O[CH:18]=[C:19]([C:25]([O:27][CH2:28][CH3:29])=[O:26])[C:20]([O:22][CH2:23][CH3:24])=[O:21])C.[H-].[Na+].[Cl-].[NH4+]>CN(C)C=O.CO>[N+:12]([C:9]1[CH:10]=[C:11]2[C:6](=[CH:7][CH:8]=1)[N:5]=[CH:4][N:3]=[C:2]2[NH:1][CH:18]=[C:19]([C:20]([O:22][CH2:23][CH3:24])=[O:21])[C:25]([O:27][CH2:28][CH3:29])=[O:26])([O-:14])=[O:13] |f:2.3,4.5|. Procedure: A mixture of 4-amino-6-nitroquinazoline (57.0 g) and diethyl ethoxymethylenepropanedioate (130 g) in anhydrous N,N-dimethylformamide (570 ml) was cooled at 5° C. To the reaction mixture was added sodium hydride (65.5% in mineral oil) (13.2 g) in the course of 30 minutes and the mixture was stirred for 1 hour and 40 minutes under ice-cooling. After ammonium chloride (47.2 g) was added to the reaction mixture and stirred for 20 minutes, ice-water (1 liter) was added to the resultant mixture with s... Reactants: O1C(CCCC1)OC1CC2C(C2C1)C(=O)OC (Methyl 3-[(tetrahydropyran-2-yl)oxy]bicyclo[3.1.0]-hexane-6-carboxylate), Cl (hydrochloric acid), anti 3-[(tetrahydropyran-2-yl)oxy]bicyclo[3.1.0] hexane-6-carboxylic acid, [OH-].[Na+] (sodium hydroxide), aqueous solution. Solvent: C(C)O (ethanol). The product is O1C(CCCC1)OC1CC2C(C2C1)C(=O)O (3-[(Tetrahydropyran-2-yl)oxy]bicyclo[3.1.0] hexane-6-carboxylic acid). As a reaction SMILES: [O:1]1[CH2:6][CH2:5][CH2:4][CH2:3][CH:2]1[O:7][CH:8]1[CH2:13][CH:12]2[CH:10]([CH:11]2[C:14]([O:16]C)=[O:15])[CH2:9]1.[OH-].[Na+].Cl>C(O)C>[O:1]1[CH2:6][CH2:5][CH2:4][CH2:3][CH:2]1[O:7][CH:8]1[CH2:13][CH:12]2[CH:10]([CH:11]2[C:14]([OH:16])=[O:15])[CH2:9]1 |f:1.2|. Reported procedure: A mixture of 5 g. of methyl 3-[(tetrahydropyran-2-yl)oxy]-bicyclo[3.1.0] hexane-6-carboxylate (VIII, syn and anti, from Example 3), ethanol (45 ml.), and sodium hydroxide (10 ml. of a 20% aqueous solution) is refluxed for 20 minutes. Cooling evaporation of the ethanol under reduced pressure, and addition of 100 ml. of water gives a solution which is acidified with dilute hydrochloric acid and extracted with diethyl ether. The diethyl ether extract is dried with anhydrous sodium sulfate and evapo...